Dataset: the Open Reaction Database (ORD), a public repository of structured organic reaction records. Task: describe an organic reaction: reactants, conditions, products, and yield Reactants: CO, [Mg], O=C1NCC(c2c[nH]c3ccccc23)=C1c1cn2c3c(cccc13)CCC2. The product is O=C1NCC(c2c[nH]c3ccccc23)C1c1cn2c3c(cccc13)CCC2. Reaction SMILES: [CH3:29][OH:30].[Mg:28].[c:1]1([C:13]2=[C:17]([c:18]3[cH:19][nH:20][c:21]4[cH:22][cH:23][cH:24][cH:25][c:26]34)[CH2:16][NH:15][C:14]2=[O:27])[cH:2][n:3]2[c:12]3[c:7]([cH:8][cH:9][cH:10][c:11]13)[CH2:6][CH2:5][CH2:4]2>>[c:1]1([CH:13]2[C:14](=[O:27])[NH:15][CH2:16][CH:17]2[c:18]2[cH:19][nH:20][c:21]3[cH:22][cH:23][cH:24][cH:25][c:26]23)[cH:2][n:3]2[c:12]3[c:7]([cH:8][cH:9][cH:10][c:11]13)[CH2:6][CH2:5][CH2:4]2. Starting materials: Cc1ccc(C(=O)O)nc1C, Nc1nnn[nH]1. The product is Cc1ccc(C(=O)Nc2nnn[nH]2)nc1C. As a reaction SMILES: [CH3:1][c:2]1[cH:3][cH:4][c:5]([C:9](=[O:10])[OH:11])[n:6][c:7]1[CH3:8].[NH2:12][c:13]1[n:14][n:15][n:16][nH:17]1>>[CH3:1][c:2]1[cH:3][cH:4][c:5]([C:9](=[O:11])[NH:12][c:13]2[nH:14][n:15][n:16][n:17]2)[n:6][c:7]1[CH3:8]. The reactants are C(C)(=O)O[C@@H]1C(OC2=CC=C(C=C2[C@H]1N(S(=O)(=O)C)C)OCCCC(F)(F)F)(C)C ((±)-trans-N-[3-acetoxy-6-(4,4,4-trifluorobutoxy)-2,2-dimethylchroman-4-yl]-N-methyl-methanesulfonamide), C1CCC2=NCCCN2CC1 (DBU). Run in C1(=CC=CC=C1)C (toluene), CC(OCC)=O (EA). Yields the product FC(CCCOC=1C=C2C(=CC(OC2=CC1)(C)C)N(S(=O)(=O)C)C)(F)F (N-[6-(4,4,4-trifluorobutoxy)-2,2-dimethyl-2H-chromen-4-yl]-N-methyl-methanesulfonamide). Yield: 56.0%. As a reaction SMILES: C(O[C@H:5]1[C@H:14]([N:15]([CH3:20])[S:16]([CH3:19])(=[O:18])=[O:17])[C:13]2[C:8](=[CH:9][CH:10]=[C:11]([O:21][CH2:22][CH2:23][CH2:24][C:25]([F:28])([F:27])[F:26])[CH:12]=2)[O:7][C:6]1([CH3:30])[CH3:29])(=O)C.C1CCN2C(=NCCC2)CC1>C1(C)C=CC=CC=1.CC(=O)OCC>[F:28][C:25]([F:26])([F:27])[CH2:24][CH2:23][CH2:22][O:21][C:11]1[CH:12]=[C:13]2[C:8](=[CH:9][CH:10]=1)[O:7][C:6]([CH3:30])([CH3:29])[CH:5]=[C:14]2[N:15]([CH3:20])[S:16]([CH3:19])(=[O:17])=[O:18]. Reported procedure: A solution of 3.5 g of (±)-trans-N-[3-acetoxy-6-(4,4,4-trifluorobutoxy)-2,2-dimethylchroman-4-yl]-N-methyl-methanesulfonamide (example 21) and 6.8 g of DBU in 30 ml of toluene was heated at 105° C. for 20 h. The reaction mixture was diluted with EA and washed with hydrochloric acid until the aqueous phase gave an acidic reaction. The mixture was washed with sodium bicarbonate solution, dried over magnesium sulfate, concentrated i. vac. and triturated with heptane, giving 1.7 g N-[6-(4,4,4-triflu... Reactants: FC1=CC=C(CN2C(C=3C(=C4C=CC=NC4=C(C3C2=O)O)OC)O)C=C1 (7-(4-Fluoro-benzyl)-6,9-dihydroxy-5-methoxy-6,7-dihydro-pyrrolo[3,4-g]quinolin-8-one), C(Cl)Cl (CH2Cl2), C(=O)(C(F)(F)F)O (TFA). Solvent: CO (MeOH). Yields the product FC1=CC=C(CN2C(C=3C(=C4C=CC=NC4=C(C3C2=O)O)OC)OC)C=C1 (7-(4-Fluoro-benzyl)-9-hydroxy-5,6-dimethoxy-6,7-dihydro-pyrrolo[3,4-g]quinolin-8-one). As a reaction SMILES: [F:1][C:2]1[CH:26]=[CH:25][C:5]([CH2:6][N:7]2[C:19](=[O:20])[C:18]3[C:17]([OH:21])=[C:16]4[C:11]([CH:12]=[CH:13][CH:14]=[N:15]4)=[C:10]([O:22][CH3:23])[C:9]=3[CH:8]2[OH:24])=[CH:4][CH:3]=1.[CH2:27](Cl)Cl.C(O)(C(F)(F)F)=O>CO>[F:1][C:2]1[CH:3]=[CH:4][C:5]([CH2:6][N:7]2[C:19](=[O:20])[C:18]3[C:17]([OH:21])=[C:16]4[C:11]([CH:12]=[CH:13][CH:14]=[N:15]4)=[C:10]([O:22][CH3:23])[C:9]=3[CH:8]2[O:24][CH3:27])=[CH:25][CH:26]=1. Procedure details: A solution of 21 (6.7 mg, 0.019 mmol) in a 1:1 solution of CH2Cl2:MeOH was stirred with TFA (3 μL, 0.038 mmol) at room temperature for 2 hours when complete conversion was observed by LCMS. The solution was dried in vacuo and the residue was washed with hexanes to yield 7 mg of the product 22. EI MS (m/z) 355.4 [MH+]. Reactants: C([O-])([O-])=O.[K+].[K+] (potassium carbonate), Cl.NC=1C=CC2=CC3=CC=C(C=C3N=C2C1)N (3,6-diaminoacridine hydrochloride), BrCCCCCCCC (1-bromooctane). The solvent is CS(=O)C (dimethyl sulfoxide). Reaction conditions: temperature 80 celsius, time 48 hour. The product is C(CCCCCCC)NC=1C=CC2=CC3=CC=C(C=C3N=C2C1)NCCCCCCCC (3,6-bis(n-octylamino)acridine). RXN SMILES: C(=O)([O-])[O-].[K+].[K+].Cl.[NH2:8][C:9]1[CH:10]=[CH:11][C:12]2[C:21]([CH:22]=1)=[N:20][C:19]1[C:14](=[CH:15][CH:16]=[C:17]([NH2:23])[CH:18]=1)[CH:13]=2.Br[CH2:25][CH2:26][CH2:27][CH2:28][CH2:29][CH2:30][CH2:31][CH3:32]>CS(C)=O>[CH2:25]([NH:23][C:17]1[CH:16]=[CH:15][C:14]2[C:19]([CH:18]=1)=[N:20][C:21]1[C:12](=[CH:11][CH:10]=[C:9]([NH:8][CH2:11][CH2:10][CH2:9][CH2:22][CH2:21][CH2:12][CH2:13][CH3:14])[CH:22]=1)[CH:13]=2)[CH2:26][CH2:27][CH2:28][CH2:29][CH2:30][CH2:31][CH3:32] |f:0.1.2,3.4|. Procedure details: 6.33 g of anhydrous potassium carbonate are added to a solution of 2.5 g of 3,6-diaminoacridine hydrochloride and 3.55 ml of 1-bromooctane in 50 ml of dimethyl sulfoxide, and the mixture is stirred at 80° C. for 48 hours. The cooled reaction mixture is subsequently poured onto ice, and the brown suspension is extracted with methylene chloride. The organic phase is washed with saturated aqueous NaCl solution and dried over sodium sulfate. After evaporation, the red-brown oil is chromatographed on... Starting materials: C(#N)CC1(CN(C1)C1=C(C=C(C(=C1)F)C(=O)N[C@H](C(F)(F)F)C)F)N1N=C(C(=C1)C=1C(=NNC1)C)C(=O)OCC (ethyl 1-{3-(cyanomethyl)-1-[2,5-difluoro-4-({[(1S)-2,2,2-trifluoro-1-methylethyl]amino}carbonyl)phenyl]azetidin-3-yl}-3′-methyl-1H,1′H-4,4′-bipyrazole-3-carboxylate), [BH4-].[Li+] (lithium tetrahydroborate). Solvent: C1CCOC1 (THF), C1CCOC1 (THF). Conditions: time 8 hour. The product is C(#N)CC1(CN(C1)C1=CC(=C(C(=O)N[C@H](C(F)(F)F)C)C=C1F)F)N1N=C(C(=C1)C=1C(=NNC1)C)CO (4-{3-(Cyanomethyl)-3-[3-(hydroxymethyl)-3′-methyl-1H,1′H-4,4′-bipyrazol-1-yl]azetidin-1-yl}-2,5-difluoro-N-[(1S)-2,2,2-trifluoro-1-methylethyl]benzamide). As a reaction SMILES: [C:1]([CH2:3][C:4]1([N:25]2[CH:29]=[C:28]([C:30]3[C:31]([CH3:35])=[N:32][NH:33][CH:34]=3)[C:27]([C:36](OCC)=[O:37])=[N:26]2)[CH2:7][N:6]([C:8]2[CH:13]=[C:12]([F:14])[C:11]([C:15]([NH:17][C@@H:18]([CH3:23])[C:19]([F:22])([F:21])[F:20])=[O:16])=[CH:10][C:9]=2[F:24])[CH2:5]1)#[N:2].[BH4-].[Li+]>C1COCC1>[C:1]([CH2:3][C:4]1([N:25]2[CH:29]=[C:28]([C:30]3[C:31]([CH3:35])=[N:32][NH:33][CH:34]=3)[C:27]([CH2:36][OH:37])=[N:26]2)[CH2:7][N:6]([C:8]2[C:9]([F:24])=[CH:10][C:11]([C:15]([NH:17][C@@H:18]([CH3:23])[C:19]([F:21])([F:22])[F:20])=[O:16])=[C:12]([F:14])[CH:13]=2)[CH2:5]1)#[N:2] |f:1.2|. Reported procedure: To a solution of ethyl 1-{3-(cyanomethyl)-1-[2,5-difluoro-4-({[(1S)-2,2,2-trifluoro-1-methylethyl]amino}carbonyl)phenyl]azetidin-3-yl}-3′-methyl-1H,1′H-4,4′-bipyrazole-3-carboxylate (35 mg, 0.062 mmol) in THF (0.5 mL) was added 2.0 M lithium tetrahydroborate in THF (0.12 mL, 0.25 mmol). The reaction mixture was stirred at room temperature overnight. The reaction was quenched with water slowly. The aqueous layer was extracted with ethyl acetate. The organic layer was concentrated. The resulting r...